From a dataset of the Open Reaction Database (ORD), a public repository of structured organic reaction records. describe an organic reaction: reactants, conditions, products, and yield Starting materials: BrC=1C=C2CN(C(C2=C(C1)Cl)=O)CC1=CC=C(C=C1)OC(F)(F)F (5-bromo-7-chloro-2-(4-trifluoromethoxybenzyl)-2,3-dihydroisoindol-1-one), C([O-])([O-])=O.[K+].[K+] (potassium carbonate), C(C)(C)(C)OC(=O)N1CCC(CC1)=C (4-methylene-piperidine-1-carboxylic acid tert-butyl ester), B1C2CCCC1CCC2 (9-BBN), [OH-].[Na+] (sodium hydroxide). The reagents and catalysts are C1=CC=C(C=C1)P([C-]2C=CC=C2)C3=CC=CC=C3.C1=CC=C(C=C1)P([C-]2C=CC=C2)C3=CC=CC=C3.Cl[Pd]Cl.[Fe+2] (Pd(dppf)Cl2). Solvent: O (water), O (water), CN(C)C=O (DMF). Run at temperature 60 celsius, time 1 hour. The product is Ethyl acetate hexanes, C(C)(C)(C)OC(=O)N1CCC(CC1)CC=1C=C2CN(C(C2=C(C1)Cl)=O)CC1=CC=C(C=C1)OC(F)(F)F (4-[7-Chloro-1-oxo-2-(4-trifluoromethoxy-benzyl)-2,3-dihydro-1H-isoindol-5-ylmethyl]-piperidine-1-carboxylic acid tert-butyl ester). Isolated yield 42.4%. RXN SMILES: [C:1]([O:5][C:6]([N:8]1[CH2:13][CH2:12][C:11](=[CH2:14])[CH2:10][CH2:9]1)=[O:7])([CH3:4])([CH3:3])[CH3:2].B1C2CCCC1CCC2.Br[C:25]1[CH:26]=[C:27]2[C:31](=[C:32]([Cl:34])[CH:33]=1)[C:30](=[O:35])[N:29]([CH2:36][C:37]1[CH:42]=[CH:41][C:40]([O:43][C:44]([F:47])([F:46])[F:45])=[CH:39][CH:38]=1)[CH2:28]2.C(=O)([O-])[O-].[K+].[K+].[OH-].[Na+]>C1C=CC(P(C2C=CC=CC=2)[C-]2C=CC=C2)=CC=1.C1C=CC(P(C2C=CC=CC=2)[C-]2C=CC=C2)=CC=1.Cl[Pd]Cl.[Fe+2].O.CN(C=O)C>[C:1]([O:5][C:6]([N:8]1[CH2:13][CH2:12][CH:11]([CH2:14][C:25]2[CH:26]=[C:27]3[C:31](=[C:32]([Cl:34])[CH:33]=2)[C:30](=[O:35])[N:29]([CH2:36][C:37]2[CH:42]=[CH:41][C:40]([O:43][C:44]([F:46])([F:47])[F:45])=[CH:39][CH:38]=2)[CH2:28]3)[CH2:10][CH2:9]1)=[O:7])([CH3:4])([CH3:3])[CH3:2] |f:3.4.5,6.7,8.9.10.11|. Procedure details: To a purged (argon) sample of 4-methylene-piperidine-1-carboxylic acid tert-butyl ester (51.6 mg, 0.26 mmol) was added 9-BBN. The mixture was stirred at 60° C. for one hour. After cooling to room temperature this solution was added to 5-bromo-7-chloro-2-(4-trifluoromethoxybenzyl)-2,3-dihydroisoindol-1-one (100.0 mg, 0.24 mmol), Pd(dppf)Cl2 (5.9 mg, 0.0072 mmol), DMF (2.0 mL), potassium carbonate 943.1 mg, 0.31 mmol) and water (0.2 mL). The mixture was allowed to stir at 75° C. overnight. The mix... The reactants are CCN(CC)CCC1CCNCC1, CCOC(C)=O, O=C1Nc2cccnc2N(C(=O)Cl)c2ccccc21. Product: CCN(CC)CCC1CCN(C(=O)N2c3ccccc3C(=O)Nc3cccnc32)CC1. RXN SMILES: [CH2:20]([CH3:21])[N:22]([CH2:23][CH2:24][CH:25]1[CH2:26][CH2:27][NH:28][CH2:29][CH2:30]1)[CH2:31][CH3:32].[CH3:33][CH2:34][O:35][C:36](=[O:37])[CH3:38].[Cl:1][C:2](=[O:3])[N:4]1[c:5]2[c:6]([cH:16][cH:17][cH:18][n:19]2)[NH:7][C:8](=[O:15])[c:9]2[c:10]1[cH:11][cH:12][cH:13][cH:14]2>>[C:2](=[O:3])([N:4]1[c:5]2[c:6]([cH:16][cH:17][cH:18][n:19]2)[NH:7][C:8](=[O:15])[c:9]2[c:10]1[cH:11][cH:12][cH:13][cH:14]2)[N:28]1[CH2:27][CH2:26][CH:25]([CH2:24][CH2:23][N:22]([CH2:20][CH3:21])[CH2:31][CH3:32])[CH2:30][CH2:29]1. Starting materials: Cc1cc(C)cc(S(=O)c2cccc(F)c2C#N)c1, CO, N. RXN SMILES: [CH3:1][c:2]1[cH:3][c:4]([S:9](=[O:10])[c:11]2[c:12]([C:13]#[N:14])[c:15]([F:19])[cH:16][cH:17][cH:18]2)[cH:5][c:6]([CH3:8])[cH:7]1.[CH3:21][OH:22].[NH3:20]>>[CH3:1][c:2]1[cH:3][c:4]([S:9](=[O:10])[c:11]2[c:12]([C:13]#[N:14])[c:15]([NH2:20])[cH:16][cH:17][cH:18]2)[cH:5][c:6]([CH3:8])[cH:7]1. The product is Cc1cc(C)cc(S(=O)c2cccc(N)c2C#N)c1. Reactants: CC1=CC=C(C=C1)S(=O)(=O)C([N+]#[C-])C1=CC(=CC=C1)I ((3-iodophenyl)(isocyano)methyl 4-methylphenyl sulfone), IC=1C=C(C=CC1)C(S(=O)(=O)C1=CC=C(C=C1)C)NC=O ({(3-iodophenyl)[(4-methylphenyl)sulfonyl]methyl}formamide), gum, IC1=CC=C(C=C1)C(S(=O)(=O)C1=CC=C(C=C1)C)NC=O ({(4-iodophenyl)[(4-methylphenyl)sulfonyl]methyl}formamide), IC1=CC=C(C=C1)C(S(=O)(=O)C1=CC=C(C=C1)C)NC=O ({(4-iodophenyl)[(4-methylphenyl)sulfonyl]methyl}formamide). The product is CC1=CC=C(C=C1)S(=O)(=O)C([N+]#[C-])C1=CC=C(C=C1)I ((4-Iodophenyl)(isocyano)methyl 4-methylphenyl sulfone). Reaction SMILES: CC1C=CC(S(C(C2C=CC=C(I)C=2)[N+]#[C-])(=O)=O)=CC=1.[I:21][C:22]1[CH:27]=[CH:26][C:25]([CH:28]([NH:39][CH:40]=O)[S:29]([C:32]2[CH:37]=[CH:36][C:35]([CH3:38])=[CH:34][CH:33]=2)(=[O:31])=[O:30])=[CH:24][CH:23]=1.IC1C=C(C(NC=O)S(C2C=CC(C)=CC=2)(=O)=O)C=CC=1>>[CH3:38][C:35]1[CH:34]=[CH:33][C:32]([S:29]([CH:28]([C:25]2[CH:24]=[CH:23][C:22]([I:21])=[CH:27][CH:26]=2)[N+:39]#[C-:40])(=[O:31])=[O:30])=[CH:37][CH:36]=1. Procedure details: The title compound was prepared by a similar process to that described for Intermediate 53 but using {(4-iodophenyl)[(4-methylphenyl)sulfonyl]methyl}formamide (Intermediate 60) in place of {(3-iodophenyl)[(4-methylphenyl)sulfonyl]methyl}formamide (Intermediate 52). Brown gum (3.1 g, 20%);